Dataset: the Open Reaction Database (ORD), a public repository of structured organic reaction records. Task: describe an organic reaction: reactants, conditions, products, and yield The reactants are BrC=1N(C=CN1)CC=1C=C(C=CC1)C1=C(SC(=C1)CC(C)C)S(=O)(=O)NC(C)(C)C (3-[3-(2-bromoimidazol-1-ylmethyl)phenyl]-5-iso-butyl-N-tert-butylthiophene-2-sulfonamide), C1(=CC=CC=C1)B(O)O (phenyl boronic acid), [OH-].[Na+] (NaOH), C1(=CC=CC=C1)B(O)O (phenyl boronic acid). Reagents/catalysts: C=1C=CC(=CC1)[P](C=2C=CC=CC2)(C=3C=CC=CC3)[Pd]([P](C=4C=CC=CC4)(C=5C=CC=CC5)C=6C=CC=CC6)([P](C=7C=CC=CC7)(C=8C=CC=CC8)C=9C=CC=CC9)[P](C=1C=CC=CC1)(C=1C=CC=CC1)C=1C=CC=CC1 (Pd(PPh3)4), C=1C=CC(=CC1)[P](C=2C=CC=CC2)(C=3C=CC=CC3)[Pd]([P](C=4C=CC=CC4)(C=5C=CC=CC5)C=6C=CC=CC6)([P](C=7C=CC=CC7)(C=8C=CC=CC8)C=9C=CC=CC9)[P](C=1C=CC=CC1)(C=1C=CC=CC1)C=1C=CC=CC1 (Pd(PPh3)4). Solvent: CCOC(=O)C (EtOAc), C1(=CC=CC=C1)C (toluene), C(C)O (ethanol). Conditions: temperature 90 celsius, time 4 hour. Product: C1(=CC=CC=C1)C=1N(C=CN1)CC=1C=C(C=CC1)C1=C(SC(=C1)CC(C)C)S(=O)(=O)NC(C)(C)C (3-[3-(2-Phenylimidazol-1-ylmethyl)phenyl]-5-iso-butyl-N-tert-butylthiophene-2-sulfonamide). The yield is 49.0%. As a reaction SMILES: Br[C:2]1[N:3]([CH2:7][C:8]2[CH:9]=[C:10]([C:14]3[CH:18]=[C:17]([CH2:19][CH:20]([CH3:22])[CH3:21])[S:16][C:15]=3[S:23]([NH:26][C:27]([CH3:30])([CH3:29])[CH3:28])(=[O:25])=[O:24])[CH:11]=[CH:12][CH:13]=2)[CH:4]=[CH:5][N:6]=1.[C:31]1(B(O)O)[CH:36]=[CH:35][CH:34]=[CH:33][CH:32]=1.[OH-].[Na+]>C1(C)C=CC=CC=1.C(O)C.CCOC(C)=O.C1C=CC([P]([Pd]([P](C2C=CC=CC=2)(C2C=CC=CC=2)C2C=CC=CC=2)([P](C2C=CC=CC=2)(C2C=CC=CC=2)C2C=CC=CC=2)[P](C2C=CC=CC=2)(C2C=CC=CC=2)C2C=CC=CC=2)(C2C=CC=CC=2)C2C=CC=CC=2)=CC=1>[C:31]1([C:2]2[N:3]([CH2:7][C:8]3[CH:9]=[C:10]([C:14]4[CH:18]=[C:17]([CH2:19][CH:20]([CH3:22])[CH3:21])[S:16][C:15]=4[S:23]([NH:26][C:27]([CH3:30])([CH3:29])[CH3:28])(=[O:25])=[O:24])[CH:11]=[CH:12][CH:13]=3)[CH:4]=[CH:5][N:6]=2)[CH:36]=[CH:35][CH:34]=[CH:33][CH:32]=1 |f:2.3,^1:61,63,82,101|. Procedure details: To a solution of 3-[3-(2-bromoimidazol-1-ylmethyl)phenyl]-5-iso-butyl-N-tert-butylthiophene-2-sulfonamide (58.5 mg, 0.115 mmol; see Example 11(b)) in toluene (5 mL) and ethanol (0.5 mL) was added phenyl boronic acid (55.9 mg, 0.458 mmol), Pd(PPh3)4 (7.9 mg, 6.88 μmol), NaOH (0.46 mL, 0.688 mmol, 1.5 M aq), and the reaction mixture was stirred for 4 h at 90° C. Another portion of phenyl boronic acid (20.0 mg, 0.164 mmol) and Pd(PPh3)4 (2.0 mg, 1.7 μmol) were added and the reaction was stirred ove... Starting materials: O=S1(C=2N(CCC1)C(N(C(C2C2=CC=CC=C2)=O)CCCNC(CC2=CC=CC=1N2C=CN1)=O)=O)=O (imidazo[1,2-a]pyridin-5-acetic [3-(1,1,6,8-tetraoxo-9-phenyl-2,3,4,8-tetrahydropyrimido[6,1-b][1,3]thiazine-7-yl)propyl]amide), Cl.C(C)(=O)OCC (hydrochloric acid ethyl acetate). Run in CO (methanol). Yields the product Cl.O=S1(C=2N(CCC1)C(N(C(C2C2=CC=CC=C2)=O)CCCNC(CC2=CC=CC=1N2C=CN1)=O)=O)=O (imidazo[1,2-a]pyridin-5-acetic [3-(1,1,6,8-tetraoxo-9-phenyl-2,3,4,8-tetrahydropyrimido[6,1-b][1,3]thiazine-7-yl)propyl]amide hydrochloride). RXN SMILES: [O:1]=[S:2]1(=[O:36])[CH2:7][CH2:6][CH2:5][N:4]2[C:8](=[O:35])[N:9]([CH2:19][CH2:20][CH2:21][NH:22][C:23](=[O:34])[CH2:24][C:25]3[N:30]4[CH:31]=[CH:32][N:33]=[C:29]4[CH:28]=[CH:27][CH:26]=3)[C:10](=[O:18])[C:11]([C:12]3[CH:17]=[CH:16][CH:15]=[CH:14][CH:13]=3)=[C:3]12.[ClH:37].C(OCC)(=O)C>CO>[ClH:37].[O:36]=[S:2]1(=[O:1])[CH2:7][CH2:6][CH2:5][N:4]2[C:8](=[O:35])[N:9]([CH2:19][CH2:20][CH2:21][NH:22][C:23](=[O:34])[CH2:24][C:25]3[N:30]4[CH:31]=[CH:32][N:33]=[C:29]4[CH:28]=[CH:27][CH:26]=3)[C:10](=[O:18])[C:11]([C:12]3[CH:17]=[CH:16][CH:15]=[CH:14][CH:13]=3)=[C:3]12 |f:1.2,4.5|. Procedure details: To a methanol solution of 75 mg (0.15 mmol) of imidazo[1,2-a]pyridin-5-acetic [3-(1,1,6,8-tetraoxo-9-phenyl-2,3,4,8-tetrahydropyrimido[6,1-b][1,3]thiazine-7-yl)propyl]amide, 0.1 ml of 4N hydrochloric acid-ethyl acetate was added, followed by stirring, after which the solvent was distilled off, to yield 75 mg (92.0%, light yellow oily substance) of the desired product. Starting materials: CC#CC(=O)OCC, CCOc1ccc(F)c(O)c1F, C1CCC2=NCCCN2CC1, C1CCOC1. Product: CCOC(=O)C=C(C)Oc1c(F)ccc(OCC)c1F. Reaction SMILES: [CH2:13]([CH3:14])[O:15][C:16]([C:17]#[C:18][CH3:19])=[O:20].[CH2:1]([CH3:2])[O:3][c:4]1[c:5]([F:12])[c:6]([OH:11])[c:7]([F:10])[cH:8][cH:9]1.[N:21]12[CH2:22][CH2:23][CH2:24][N:25]=[C:26]1[CH2:27][CH2:28][CH2:29][CH2:30][CH2:31]2.[O:32]1[CH2:33][CH2:34][CH2:35][CH2:36]1>>[CH2:1]([CH3:2])[O:3][c:4]1[c:5]([F:12])[c:6]([O:11][C:18](=[CH:17][C:16]([O:15][CH2:13][CH3:14])=[O:20])[CH3:19])[c:7]([F:10])[cH:8][cH:9]1. Reactants: CC(C)(C)NC(=O)n1nc(NCC(=O)NC2CNC2)c2cc(C(F)(F)F)ccc21, CCOc1ccc(C2(O)CCC(=O)CC2)cn1. Product: CCOc1ccc(C2(O)CCC(N3CC(NC(=O)CNc4nn(C(=O)NC(C)(C)C)c5ccc(C(F)(F)F)cc45)C3)CC2)cn1. Reaction SMILES: [C:1]([CH3:2])([CH3:3])([CH3:4])[NH:5][C:6](=[O:7])[n:8]1[n:9][c:10]([NH:21][CH2:22][C:23]([NH:24][CH:25]2[CH2:26][NH:27][CH2:28]2)=[O:29])[c:11]2[cH:12][c:13]([C:17]([F:18])([F:19])[F:20])[cH:14][cH:15][c:16]12.[CH2:30]([CH3:31])[O:32][c:33]1[cH:34][cH:35][c:36]([C:39]2([OH:46])[CH2:40][CH2:41][C:42](=[O:45])[CH2:43][CH2:44]2)[cH:37][n:38]1>>[C:1]([CH3:2])([CH3:3])([CH3:4])[NH:5][C:6](=[O:7])[n:8]1[n:9][c:10]([NH:21][CH2:22][C:23]([NH:24][CH:25]2[CH2:26][N:27]([CH:42]3[CH2:41][CH2:40][C:39]([c:36]4[cH:35][cH:34][c:33]([O:32][CH2:30][CH3:31])[n:38][cH:37]4)([OH:46])[CH2:44][CH2:43]3)[CH2:28]2)=[O:29])[c:11]2[cH:12][c:13]([C:17]([F:18])([F:19])[F:20])[cH:14][cH:15][c:16]12. Starting materials: C(C)(C)(C)OC(=O)NCC1CN(CC1)CCCN (3-(3-tert-Butoxycarbonylaminomethylpyrrolidin-1-yl)propylamine), C(CC)N=C=O (n-propyl isocyanate), NC1=CC(=C(C(=O)O)C=C1Cl)OC (4-amino-5-chloro-2-methoxybenzoic acid). The product is NC1=CC(=C(C(=O)NCC2CN(CC2)CCCNC(=O)NCCC)C=C1Cl)OC (4-amino-5-chloro-2-methoxy-N-(1-(3-(3-n-propylureido)propyl)pyrrolidin-3-ylmethyl)benzamide). RXN SMILES: C(O[C:6]([NH:8][CH2:9][CH:10]1[CH2:14][CH2:13][N:12]([CH2:15][CH2:16][CH2:17][NH2:18])[CH2:11]1)=[O:7])(C)(C)C.[CH2:19]([N:22]=[C:23]=[O:24])[CH2:20][CH3:21].[NH2:25][C:26]1[C:34]([Cl:35])=[CH:33][C:29](C(O)=O)=[C:28]([O:36][CH3:37])[CH:27]=1>>[NH2:25][C:26]1[C:34]([Cl:35])=[CH:33][C:29]([C:6]([NH:8][CH2:9][CH:10]2[CH2:14][CH2:13][N:12]([CH2:15][CH2:16][CH2:17][NH:18][C:23]([NH:22][CH2:19][CH2:20][CH3:21])=[O:24])[CH2:11]2)=[O:7])=[C:28]([O:36][CH3:37])[CH:27]=1. Reported procedure: 3-(3-tert-Butoxycarbonylaminomethylpyrrolidin-1-yl)propylamine (1.1 g) as starting compound was reacted and treated in the same manner as in Example 34 using n-propyl isocyanate (0.40 ml) and 4-amino-5-chloro-2-methoxybenzoic acid (0.87 g) to give 4-amino-5-chloro-2-methoxy-N-(1-(3-(3-n-propylureido)propyl)pyrrolidin-3-ylmethyl)benzamide. The reactants are Cc1ccccc1, [Na+], CCOP(=O)(Cl)OCC, N#C[S-]. Yields the product CCOP(=O)(N=C=S)OCC. RXN SMILES: [CH3:14][c:15]1[cH:16][cH:17][cH:18][cH:19][cH:20]1.[Na+:1].[P:5]([O:6][CH2:7][CH3:8])([O:9][CH2:10][CH3:11])(=[O:12])[Cl:13].[S-:2][C:3]#[N:4]>>[S:2]=[C:3]=[N:4][P:5]([O:6][CH2:7][CH3:8])([O:9][CH2:10][CH3:11])=[O:12]. Starting materials: C(CCC)[Li] (butyllithium), solution, FC1=C(C=C(C=C1)CCC[Si](Cl)(C)C)OC1=CC=CC=C1 ([3-(4-fluoro-3-phenoxyphenyl)propyl]dimethylchlorosilane), BrC1=CC2=C(OCO2)C=C1 (5-bromo-1,3-benzodioxole), O (Water). Solvent: hexanes, C(C)OCC (diethyl ether). Conditions: temperature -78 celsius, time 1 hour. The product is O1COC2=C1C=CC(=C2)[Si](C)(C)CCCC2=CC(=C(C=C2)F)OC2=CC=CC=C2 ((1,3-benzodioxol-5-yl)[3-(4-fluoro-3-phenoxyphenyl)propyl]dimethylsilane). The yield is 40.8%. As a reaction SMILES: Br[C:2]1[CH:10]=[CH:9][C:5]2[O:6][CH2:7][O:8][C:4]=2[CH:3]=1.C([Li])CCC.[F:16][C:17]1[CH:22]=[CH:21][C:20]([CH2:23][CH2:24][CH2:25][Si:26]([CH3:29])([CH3:28])Cl)=[CH:19][C:18]=1[O:30][C:31]1[CH:36]=[CH:35][CH:34]=[CH:33][CH:32]=1.O>C(OCC)C>[O:6]1[C:5]2[CH:9]=[CH:10][C:2]([Si:26]([CH2:25][CH2:24][CH2:23][C:20]3[CH:21]=[CH:22][C:17]([F:16])=[C:18]([O:30][C:31]4[CH:36]=[CH:35][CH:34]=[CH:33][CH:32]=4)[CH:19]=3)([CH3:29])[CH3:28])=[CH:3][C:4]=2[O:8][CH2:7]1. Procedure: To a solution of 1.21 g (0.0060 mole) of 5-bromo-1,3-benzodioxole in 30 mL of dry diethyl ether that had been cooled to -78° C. was added during a 15 minute period 0.42 g (0.0065 mole) of butyllithium as a 2.5 M solution in hexanes. Upon completion of addition this mixture was stirred at -78° C. for one hour. During a 20 minute period 1.9 g (0.006 mole) of [3-(4-fluoro-3-phenoxyphenyl)propyl]dimethylchlorosilane was added as the solution prepared in Part D. The reaction mixture was allowed to wa...